The task is: describe an organic reaction: reactants, conditions, products, and yield. This data is from the Open Reaction Database (ORD), a public repository of structured organic reaction records. Reactants: FC1=CC=C(C=C1)[Si](CCl)(Cl)C1=CC=C(C=C1)F (bis(4-fluorophenyl)chlorochloromethylsilane), II (iodine), BrCC=C (3-bromopropene), [Mg] (magnesium), II (iodine), ice water, [Cl-].[NH4+] (ammonium chloride). The solvent is CCOCC (ether), CCOCC (ether), CCOCC (ether). Reaction conditions: time 2 hour. Product: C(C=C)[Si](C1=CC=C(C=C1)F)(C1=CC=C(C=C1)F)CCl (Allyl(chloromethyl)[bis(4-fluorophenyl)]silane). RXN SMILES: [Mg].II.Br[CH2:5][CH:6]=[CH2:7].[F:8][C:9]1[CH:14]=[CH:13][C:12]([Si:15]([C:19]2[CH:24]=[CH:23][C:22]([F:25])=[CH:21][CH:20]=2)(Cl)[CH2:16][Cl:17])=[CH:11][CH:10]=1.[Cl-].[NH4+]>CCOCC>[CH2:5]([Si:15]([CH2:16][Cl:17])([C:19]1[CH:24]=[CH:23][C:22]([F:25])=[CH:21][CH:20]=1)[C:12]1[CH:13]=[CH:14][C:9]([F:8])=[CH:10][CH:11]=1)[CH:6]=[CH2:7] |f:4.5|. Procedure: A mixture of 1.04 g (0.0428 mol) of magnesium turnings and about 0.05 g of iodine in 50 ml of ether was stirred under nitrogen while a solution of 4.7 ml (0.0544 mol) of 3-bromopropene in ether was added dropwise. The iodine color quickly disappeared, and the reaction temperature was kept around 30° C. by cooling with ice-water. The resulting solution was stirred 2 hours at room temperature. A solution of 10.0 gm (0.033 mol) of bis(4-fluorophenyl)chlorochloromethylsilane in 20 ml of ether was th...